This data is from the Open Reaction Database (ORD), a public repository of structured organic reaction records. The task is: describe an organic reaction: reactants, conditions, products, and yield Reactants: c1ccc(CN2CCNCC2)cc1, Cc1ccccc1, CCC1=C(c2cccc(C(F)(F)F)c2)n2ncc(C#N)c2N(C(=O)CCl)C1, [Na+], [Na+], O=C([O-])[O-]. Yields the product CCC1=C(c2cccc(C(F)(F)F)c2)n2ncc(C#N)c2N(C(=O)CN2CCN(Cc3ccccc3)CC2)C1. RXN SMILES: [CH2:28]([c:29]1[cH:30][cH:31][cH:32][cH:33][cH:34]1)[N:35]1[CH2:36][CH2:37][NH:38][CH2:39][CH2:40]1.[CH3:47][c:48]1[cH:49][cH:50][cH:51][cH:52][cH:53]1.[Cl:1][CH2:2][C:3](=[O:4])[N:5]1[c:6]2[n:7]([n:23][cH:24][c:25]2[C:26]#[N:27])[C:8]([c:13]2[cH:14][c:15]([C:19]([F:20])([F:21])[F:22])[cH:16][cH:17][cH:18]2)=[C:9]([CH2:11][CH3:12])[CH2:10]1.[Na+:41].[Na+:42].[O-:43][C:44](=[O:45])[O-:46]>>[CH2:2]([C:3](=[O:4])[N:5]1[c:6]2[n:7]([n:23][cH:24][c:25]2[C:26]#[N:27])[C:8]([c:13]2[cH:14][c:15]([C:19]([F:20])([F:21])[F:22])[cH:16][cH:17][cH:18]2)=[C:9]([CH2:11][CH3:12])[CH2:10]1)[N:38]1[CH2:37][CH2:36][N:35]([CH2:28][c:29]2[cH:30][cH:31][cH:32][cH:33][cH:34]2)[CH2:40][CH2:39]1.